This data is from the Open Reaction Database (ORD), a public repository of structured organic reaction records. The task is: describe an organic reaction: reactants, conditions, products, and yield Reactants: [Cl-].[NH4+] (ammonium chloride), C(CCC)[Li] (n-butyllithium), IC1=CC=C(C=C1)I (1,4-diiodobenzene), O1CCC(CCC1)=O (Oxepan-4-one). The solvent is C1CCOC1 (THF). Conditions: temperature -78 celsius, time 30 minute. Product: IC1=CC=C(C=C1)C1(CCOCCC1)O (4-(4-iodophenyl)oxepan-4-ol). Isolated yield 36.9%. Reaction SMILES: C([Li])CCC.I[C:7]1[CH:12]=[CH:11][C:10]([I:13])=[CH:9][CH:8]=1.[O:14]1[CH2:20][CH2:19][CH2:18][C:17](=[O:21])[CH2:16][CH2:15]1.[Cl-].[NH4+]>C1COCC1>[I:13][C:10]1[CH:11]=[CH:12][C:7]([C:17]2([OH:21])[CH2:18][CH2:19][CH2:20][O:14][CH2:15][CH2:16]2)=[CH:8][CH:9]=1 |f:3.4|. Procedure details: Under an argon atmosphere, a solution of n-butyllithium (1.50 M, in hexane) (0.5 ml) was added dropwise to a solution of 1,4-diiodobenzene (250 mg) in anhydrous THF (3 ml) at −78° C., and the resulting mixture was stirred at −78° C. for 30 minutes. Oxepan-4-one (151 mg) was added to the reaction solution, and the resulting mixture was stirred at −78° C. for 1 hour. Saturated aqueous ammonium chloride solution was added thereto, and the resulting mixture was extracted with ethyl acetate. Organic ... Reactants: Cl.ClC=1N=C(C2=C(N1)N(C=C2)CCOC)C2=CC(=C(C=C2)OCCC2CCNCC2)C(F)(F)F (2-chloro-7-(2-methoxyethyl)-4-{4-[2-(piperidin-4-yl)ethoxy]-3-(trifluoromethyl)phenyl}-7H-pyrrolo[2,3-d]pyrimidine monohydrochloride), C(=O)(O)[O-].[Na+] (NaHCO3), C(C)(=O)O[BH-](OC(C)=O)OC(C)=O.[Na+] (sodium triacetoxyborohydride), C(C)=O (acetaldehyde). Solvent: ClC(C)Cl (dichloroethane), C(C)N(CC)CC (Triethylamine), C(C)(=O)O (acetic acid), C(Cl)(Cl)Cl (CHCl3). Reaction conditions: time 15 minute. Product: ClC=1N=C(C2=C(N1)N(C=C2)CCOC)C2=CC(=C(C=C2)OCCC2CCN(CC2)CC)C(F)(F)F (2-chloro-4-{4-[2-(1-ethylpiperidin-4-yl)ethoxy]-3-(trifluoromethyl)phenyl}-7-(2-methoxyethyl)-7H-pyrrolo[2,3-d]pyrimidine). Yield: 99.6%. As a reaction SMILES: Cl.[Cl:2][C:3]1[N:4]=[C:5]([C:16]2[CH:21]=[CH:20][C:19]([O:22][CH2:23][CH2:24][CH:25]3[CH2:30][CH2:29][NH:28][CH2:27][CH2:26]3)=[C:18]([C:31]([F:34])([F:33])[F:32])[CH:17]=2)[C:6]2[CH:11]=[CH:10][N:9]([CH2:12][CH2:13][O:14][CH3:15])[C:7]=2[N:8]=1.[C:35](O[BH-](OC(=O)C)OC(=O)C)(=O)[CH3:36].[Na+].C(=O)C.C([O-])(O)=O.[Na+]>ClC(Cl)C.C(Cl)(Cl)Cl.C(O)(=O)C.C(N(CC)CC)C>[Cl:2][C:3]1[N:4]=[C:5]([C:16]2[CH:21]=[CH:20][C:19]([O:22][CH2:23][CH2:24][CH:25]3[CH2:30][CH2:29][N:28]([CH2:35][CH3:36])[CH2:27][CH2:26]3)=[C:18]([C:31]([F:32])([F:33])[F:34])[CH:17]=2)[C:6]2[CH:11]=[CH:10][N:9]([CH2:12][CH2:13][O:14][CH3:15])[C:7]=2[N:8]=1 |f:0.1,2.3,5.6|. Reported procedure: Triethylamine (0.35 mL) was added to a suspension of 2-chloro-7-(2-methoxyethyl)-4-{4-[2-(piperidin-4-yl)ethoxy]-3-(trifluoromethyl)phenyl}-7H-pyrrolo[2,3-d]pyrimidine monohydrochloride (440 mg) in dichloroethane (8 mL) at room temperature, and the mixture was stirred at the same temperature for 15 minutes. After the reaction mixture was ice-cooled, acetic acid (0.24 mL), sodium triacetoxyborohydride (359 mg), and acetaldehyde (0.14 mL) were added thereto, and the mixture was stirred for 1 hour ... Reactants: [H-].[Na+] (sodium hydride), FC1=C(C=CC(=C1)F)C1(OC1)C(C)N1N=CN=C1 (2-(2,4-difluorophenyl)-2-[1-(1H-1,2,4-triazol-1-yl)ethyl]oxirane), SCCC(=O)OC (Methyl 3-mercaptopropionate), Cl (hydrochloric acid). The solvent is O (water), oil, CN(C=O)C (N,N-dimethylformamide), CN(C=O)C (N,N-dimethylformamide). Conditions: time 5 minute. Yields the product FC1=C(C=CC(=C1)F)C(CS)(C(C)N1N=CN=C1)O (2-(2,4-difluorophenyl)-1-mercapto-3-[(1H)-1,2,4-triazol-1-yl]-2-butanol). Reaction SMILES: [SH:1]CCC(OC)=O.[H-].[Na+].[F:10][C:11]1[CH:16]=[C:15]([F:17])[CH:14]=[CH:13][C:12]=1[C:18]1([CH:21]([N:23]2[CH:27]=[N:26][CH:25]=[N:24]2)[CH3:22])[CH2:20][O:19]1.Cl>CN(C)C=O.O>[F:10][C:11]1[CH:16]=[C:15]([F:17])[CH:14]=[CH:13][C:12]=1[C:18]([OH:19])([CH:21]([N:23]1[CH:27]=[N:26][CH:25]=[N:24]1)[CH3:22])[CH2:20][SH:1] |f:1.2|. Reported procedure: Methyl 3-mercaptopropionate (0.88 ml) was added to N,N-dimethylformamide (14 ml) containing 60% sodium hydride in oil (0.32 g) under ice-cooling. After 5 minutes, a solution of 2-(2,4-difluorophenyl)-2-[1-(1H-1,2,4-triazol-1-yl)ethyl]oxirane (0.67 g) in N,N-dimethylformamide (3.5 ml) was added over 5 minutes with ice-cooling. After 15 minutes, the reaction mixture was poured into water (150 ml), neutralized with hydrochloric acid and extracted with ethyl acetate (50 ml×3). The organic layers wer... The reactants are OC=1C=NC2=C(C=CC=C2C1)OC (3-hydroxy-8-methoxy quinoline), OC=1C=NC2=C(C=CC=C2C1)OC (3-hydroxy-8-methoxy quinoline), [OH-].[K+] (potassium hydroxide), IC (iodomethane). The solvent is C(C)O (ethanol). Reaction conditions: time 30 minute. Yields the product COC=1C=NC2=C(C=CC=C2C1)OC (3,8-dimethoxy quinoline). Isolated yield 87.3%. As a reaction SMILES: [OH:1][C:2]1[CH:3]=[N:4][C:5]2[C:10]([CH:11]=1)=[CH:9][CH:8]=[CH:7][C:6]=2[O:12][CH3:13].[OH-].[K+].I[CH3:17]>C(O)C>[CH3:17][O:1][C:2]1[CH:3]=[N:4][C:5]2[C:10]([CH:11]=1)=[CH:9][CH:8]=[CH:7][C:6]=2[O:12][CH3:13] |f:1.2|. Procedure details: 175 mg of 3-hydroxy-8-methoxy quinoline [compound (V)] prepared in example 6 and 66 mg of potassium hydroxide were added to 3 ml of ethanol, and the solution was agitated for 30 minutes. To the solution was added 284 mg of iodomethane, and the solution was agitated for 24 hours. The solvent was removed, and the solution was extracted with dichloromethane. The dichloromethane layer was washed with water and aqueous sodium hydroxide, and dried with anhydrous magnesium sulfate. The dichloromethane ... Starting materials: O.NC1=CC(=C(C(=O)N[C@@H]2[C@@H](CN(CC2)CCCOC2=CC=C(C=C2)F)OC)C=C1Cl)OC (cis-4-amino-5-chloro-N-[1-[3-(4-fluorophenoxy)propyl]-3-methoxy-4-piperidinyl]-2-methoxybenzamide monohydrate). The solvent is CO (methanol). The product is 18.5, COC1=C(C(=O)N)C=CC=C1 (2--methoxybenzamide). As a reaction SMILES: O.N[C:3]1[C:30](Cl)=[CH:29][C:6]([C:7]([NH:9][C@H]2CCN(CCCOC3C=CC(F)=CC=3)C[C@H]2OC)=[O:8])=[C:5]([O:32][CH3:33])[CH:4]=1>CO>[CH3:33][O:32][C:5]1[CH:4]=[CH:3][CH:30]=[CH:29][C:6]=1[C:7]([NH2:9])=[O:8] |f:0.1|. Reported procedure: 40 Parts of cis-4-amino-5-chloro-N-[1-[3-(4-fluorophenoxy)propyl]-3-methoxy-4-piperidinyl]-2-methoxybenzamide monohydrate were boiled in 160 parts of methanol. The product was filtered off while hot and crystallized twice from a mixture of 600 parts of tetrachloromethane and 400 parts of trichloromethane. The product was filtered off, dried and recrystallized from 4-methyl-2-pentanone. The product was filtered off and dried (water-separator) yielding 18.5 parts of cis-4-amino-5-chloro-N-[2-chlor... The reactants are IC1=NN2C(C(NC3(C2)CC3)=O)=C1C(=O)OCC (Ethyl 2′-iodo-4′-oxo-5′,7′-dihydro-4′H-spiro[cyclopropane-1,6′-pyrazolo[1,5-a]pyrazine]-3′-carboxylate), CSC (DMS). Run in C1CCOC1 (THF). Product: IC1=NN2C(CNC3(C2)CC3)=C1C(=O)OCC (Ethyl 2′-iodo-5′,7′-dihydro-4′H-spiro[cyclopropane-1,6′-pyrazolo[1,5-a]pyrazine]-3′-carboxylate). The yield is 66.1%. As a reaction SMILES: [I:1][C:2]1[C:13]([C:14]([O:16][CH2:17][CH3:18])=[O:15])=[C:5]2[C:6](=O)[NH:7][C:8]3([CH2:11][CH2:10]3)[CH2:9][N:4]2[N:3]=1.CSC>C1COCC1>[I:1][C:2]1[C:13]([C:14]([O:16][CH2:17][CH3:18])=[O:15])=[C:5]2[CH2:6][NH:7][C:8]3([CH2:11][CH2:10]3)[CH2:9][N:4]2[N:3]=1. Reported procedure: To a solution of Intermediate 350B (1.1 g, 3.05 mmol) in THF (10 mL) was added BH3.DMS (0.578 mL, 6.09 mmol, 2M) and the resulting solution was stirred at 40° C. for 18 h. The reaction mixture was cooled to RT, quenched with ethanol (10 mL) and heated to reflux for 1 h. Reaction mixture was concentrated under reduced pressure. The crude product was purified by silica gel chromatography (24 g REDISEP® column, eluting with 2% MeOH in CHCl3). Fractions containing the product were combined and evapo... Yields the product O=C(O)CN1C(=O)C(=Cc2csc(N3CCOCC3)n2)SC1=S. Starting materials: CCO, [Cl-], N, [NH4+], O=Cc1csc(N2CCOCC2)n1, O=C(O)CN1C(=O)CSC1=S. RXN SMILES: [CH3:28][CH2:29][OH:30].[Cl-:25].[NH3:27].[NH4+:26].[O:1]1[CH2:2][CH2:3][N:4]([c:7]2[s:8][cH:9][c:10]([CH:12]=[O:13])[n:11]2)[CH2:5][CH2:6]1.[S:14]1[C:15](=[S:16])[N:17]([CH2:21][C:22](=[O:23])[OH:24])[C:18](=[O:19])[CH2:20]1>>[O:1]1[CH2:2][CH2:3][N:4]([c:7]2[s:8][cH:9][c:10]([CH:12]=[C:20]3[S:14][C:15](=[S:16])[N:17]([CH2:21][C:22](=[O:23])[OH:24])[C:18]3=[O:19])[n:11]2)[CH2:5][CH2:6]1. Reactants: NC1=CC=C2C(=N1)C(=CN2)C=2CCN(CC2)CC (5-amino-3-(1-ethyl-1,2,3,6-tetrahydropyridin-4-yl)pyrrolo[3,2-b]pyridine), O1C(=CC=C1)C(=O)Cl (2-furoyl chloride). The product is O1C(=CC=C1)C(=O)NC1=CC=C2C(=N1)C(=CN2)C=2CCN(CC2)CC (5-(N-[2-furoyl]amino)-3-(1-ethyl-1,2,3,6-tetrahydropyridin-4-yl)pyrrolo[3,2-b]pyridine). RXN SMILES: [NH2:1][C:2]1[N:7]=[C:6]2[C:8]([C:11]3[CH2:12][CH2:13][N:14]([CH2:17][CH3:18])[CH2:15][CH:16]=3)=[CH:9][NH:10][C:5]2=[CH:4][CH:3]=1.[O:19]1[CH:23]=[CH:22][CH:21]=[C:20]1[C:24](Cl)=[O:25]>>[O:19]1[CH:23]=[CH:22][CH:21]=[C:20]1[C:24]([NH:1][C:2]1[N:7]=[C:6]2[C:8]([C:11]3[CH2:12][CH2:13][N:14]([CH2:17][CH3:18])[CH2:15][CH:16]=3)=[CH:9][NH:10][C:5]2=[CH:4][CH:3]=1)=[O:25]. Procedure details: Beginning with 0.015 gm (0.062 mMol) 5-amino-3-(1-ethyl-1,2,3,6-tetrahydropyridin-4-yl)pyrrolo[3,2-b]pyridine and 0.007 mL (0.068 mMol) 2-furoyl chloride, the title compound was prepared essentially by the procedure described in Example 7. Reactants: CN1CC=C(c2c[nH]c3ccc(C(F)(F)F)cc23)CC1, COc1ccc(S(=O)(=O)Cl)cc1. Yields the product COc1ccc(S(=O)(=O)n2cc(C3=CCN(C)CC3)c3cc(C(F)(F)F)ccc32)cc1, Cl. RXN SMILES: [CH3:1][N:2]1[CH2:3][CH2:4][C:5]([c:8]2[cH:9][nH:10][c:11]3[cH:12][cH:13][c:14]([C:17]([F:18])([F:19])[F:20])[cH:15][c:16]23)=[CH:6][CH2:7]1.[CH3:21][O:22][c:23]1[cH:24][cH:25][c:26]([S:29](=[O:30])(=[O:31])[Cl:32])[cH:27][cH:28]1>>[CH3:1][N:2]1[CH2:3][CH2:4][C:5]([c:8]2[cH:9][n:10]([S:29]([c:26]3[cH:25][cH:24][c:23]([O:22][CH3:21])[cH:28][cH:27]3)(=[O:30])=[O:31])[c:11]3[cH:12][cH:13][c:14]([C:17]([F:18])([F:19])[F:20])[cH:15][c:16]23)=[CH:6][CH2:7]1.[ClH:32].